Task: describe an organic reaction: reactants, conditions, products, and yield. Dataset: the Open Reaction Database (ORD), a public repository of structured organic reaction records Starting materials: C[O-].[Na+] (sodium methoxide), CO (methanol), CC12CCC(C(C2CCC1=O)OCC(CCCC1(OCCO1)C)=O)=O (7a-Methyl-4-[5-(2-methyl-[1,3]dioxolan-2-yl)-2-oxo-pentyloxy]-hexahydro-indene-1,5-dione). The solvent is C1(=CC=CC=C1)C (toluene). Run at temperature 0 celsius, time 1 hour. The product is CC12C(C3OCC(C(=C3CC1)CCC1(OCCO1)C)=O)CCC2=O (3a-Methyl-6-[2-(2-methyl-[1,3]dioxolan-2-yl)-ethyl]-1,2,4,5,9a,9b-hexahydro-3aH-9-oxa-cyclopenta[a]naphthalene-3,7-dione). Reaction SMILES: C[O-].[Na+].CO.[CH3:6][C:7]12[C:15](=[O:16])[CH2:14][CH2:13][CH:12]1[CH:11]([O:17][CH2:18][C:19](=[O:29])[CH2:20][CH2:21][CH2:22][C:23]1([CH3:28])[O:27][CH2:26][CH2:25][O:24]1)[C:10](=O)[CH2:9][CH2:8]2>C1(C)C=CC=CC=1>[CH3:6][C:7]12[C:15](=[O:16])[CH2:14][CH2:13][CH:12]1[CH:11]1[C:10]([CH2:9][CH2:8]2)=[C:20]([CH2:21][CH2:22][C:23]2([CH3:28])[O:27][CH2:26][CH2:25][O:24]2)[C:19](=[O:29])[CH2:18][O:17]1 |f:0.1|. Reported procedure: A 25% (w/w) solution of sodium methoxide in methanol (2.71 mL, 12.8 mmol, 1 eq) was added to the stirred solution of 7a-Methyl-4-[5-(2-methyl-[1,3]dioxolan-2-yl)-2-oxo-pentyloxy]-hexahydro-indene-1,5-dione (4.5 g, 12.8 mmol, 1 eq) in toluene (200 mL) at 0° C. The reaction mixture was stirred at 0° C. for 1 h, then the reaction was quenched with a 10:1 (v/v) of ammonium chloride/potassium bisulfate solution (100 mL). The aqueous layer was extracted with ethyl acetate (2×100 mL), and the combined ... The reactants are Cl.Cl.FC1=CC=C(C=C1)CN1CC2=C(CCC1)C=CC(=C2)C(CCC2CCNCC2)=O (1-[2-[(4-Fluorophenyl)methyl]-2,3,4,5-tetrahydro-1H-2-benzazepin-8-yl]-3-(4-piperidinyl)-1-propanone dihydrochloride), FC(C1=C(CBr)C=CC=C1)(F)F (2-(trifluoromethyl)benzyl bromide). The product is Cl.Cl.FC1=CC=C(C=C1)CN1CC2=C(CCC1)C=CC(=C2)C(CCC2CCN(CC2)CC2=C(C=CC=C2)C(F)(F)F)=O (1-[2-[(4-Fluorophenyl)methyl]-2,3,4,5-tetrahydro-1H-2-benzazepin-8-yl]-3-[1-[[2-(trifluoromethyl)phenyl]methyl]-4-piperidinyl]-1-propanone Dihydrochloride). As a reaction SMILES: [ClH:1].Cl.[F:3][C:4]1[CH:9]=[CH:8][C:7]([CH2:10][N:11]2[CH2:17][CH2:16][CH2:15][C:14]3[CH:18]=[CH:19][C:20]([C:22](=[O:31])[CH2:23][CH2:24][CH:25]4[CH2:30][CH2:29][NH:28][CH2:27][CH2:26]4)=[CH:21][C:13]=3[CH2:12]2)=[CH:6][CH:5]=1.[F:32][C:33]([F:43])([F:42])[C:34]1[CH:41]=[CH:40][CH:39]=[CH:38][C:35]=1[CH2:36]Br>>[ClH:1].[ClH:1].[F:3][C:4]1[CH:5]=[CH:6][C:7]([CH2:10][N:11]2[CH2:17][CH2:16][CH2:15][C:14]3[CH:18]=[CH:19][C:20]([C:22](=[O:31])[CH2:23][CH2:24][CH:25]4[CH2:26][CH2:27][N:28]([CH2:36][C:35]5[CH:38]=[CH:39][CH:40]=[CH:41][C:34]=5[C:33]([F:32])([F:42])[F:43])[CH2:29][CH2:30]4)=[CH:21][C:13]=3[CH2:12]2)=[CH:8][CH:9]=1 |f:0.1.2,4.5.6|. Procedure details: Using 1-[2-[(4-fluorophenyl)methyl]-2,3,4,5-tetrahydro-1H-2-benzazepin-8-yl]-3-(4-piperidinyl)-1-propanone(free base) obtained in Example 211, and 2-(trifluoromethyl)benzyl bromide, the procedure of Example 51-3 was otherewise repeated to provide the title compound as colorless amorphous powders. The reactants are BrCC(=O)C1=CC=CC=C1 (2-bromo acetophenone), NC(CCC(=O)OC)=S (methyl 4-amino-4-thioxobutanoate), CCO (EtOH). Conditions: temperature 80 celsius. The product is C1(=CC=CC=C1)C=1N=C(SC1)CCC(=O)OCC (ethyl 3-(4-phenylthiazol-2-yl)propanoate). Yield: 40.0%. Reaction SMILES: Br[CH2:2][C:3]([C:5]1[CH:10]=[CH:9][CH:8]=[CH:7][CH:6]=1)=O.[NH2:11][C:12](=[S:19])[CH2:13][CH2:14][C:15]([O:17][CH3:18])=[O:16].[CH3:20]CO>>[C:5]1([C:3]2[N:11]=[C:12]([CH2:13][CH2:14][C:15]([O:17][CH2:18][CH3:20])=[O:16])[S:19][CH:2]=2)[CH:10]=[CH:9][CH:8]=[CH:7][CH:6]=1. Procedure details: A mixture of 2-bromo acetophenone (2.1 g, 10.55 mmol) and methyl 4-amino-4-thioxobutanoate (1.6 g, 10.86 mmol) in EtOH (15 mL) was heated to 80° C. for 3 h. Reaction mixture was cooled to room temperature and solvent was evaporated under reduced pressure. The product was extracted with EtOAc and the organic layer was washed with H2O and brine, dried over anhydrous Na2SO4, and concentrated under reduced pressure to afford ethyl 3-(4-phenylthiazol-2-yl)propanoate (1.1 g, yield 40%) as a white soli... The reactants are [H-].[Al+3].[Li+].[H-].[H-].[H-] (lithium aluminum hydride), CC(C#CC#CCC(C(=O)O)CC1=CC(=CC=C1)\C=C\C1=CC(=CC=C1)C1=CSC=C1)(C)C ((E)-2-(6,6-dimethyl-2,4-heptadiynyl)-3-[3-[2-[3-(3-thienyl)phenyl]ethenyl]phenyl]propionic acid), C(CC(O)(C(=O)O)CC(=O)O)(=O)O (citric acid). Run in C(C)OCC (ethyl ether), C(C)OCC (ethyl ether). The product is CC(C#CC#CCC(CO)CC1=CC(=CC=C1)\C=C\C1=CC(=CC=C1)C1=CSC=C1)(C)C ((E)-2-(6,6-dimethyl-2,4-heptadiynyl)-3-[3-[2-[3-(3-thienyl)phenyl]ethenyl]phenyl]propanol). Isolated yield 65.8%. As a reaction SMILES: [CH3:1][C:2]([CH3:33])([CH3:32])[C:3]#[C:4][C:5]#[C:6][CH2:7][CH:8]([CH2:12][C:13]1[CH:18]=[CH:17][CH:16]=[C:15](/[CH:19]=[CH:20]/[C:21]2[CH:26]=[CH:25][CH:24]=[C:23]([C:27]3[CH:31]=[CH:30][S:29][CH:28]=3)[CH:22]=2)[CH:14]=1)[C:9](O)=[O:10].[H-].[Al+3].[Li+].[H-].[H-].[H-].C(O)(=O)CC(CC(O)=O)(C(O)=O)O>C(OCC)C>[CH3:1][C:2]([CH3:33])([CH3:32])[C:3]#[C:4][C:5]#[C:6][CH2:7][CH:8]([CH2:12][C:13]1[CH:18]=[CH:17][CH:16]=[C:15](/[CH:19]=[CH:20]/[C:21]2[CH:26]=[CH:25][CH:24]=[C:23]([C:27]3[CH:31]=[CH:30][S:29][CH:28]=3)[CH:22]=2)[CH:14]=1)[CH2:9][OH:10] |f:1.2.3.4.5.6|. Reported procedure: 980 mg of (E)-2-(6,6-dimethyl-2,4-heptadiynyl)-3-[3-[2-[3-(3-thienyl)phenyl]ethenyl]phenyl]propionic acid is dissolved in 20 ml of ethyl ether, 132 mg of lithium aluminum hydride is added in several portions thereto under ice cooling and stirring, and the mixture is stirred at that temperature for 10 minutes. Saturated saline is added to the reaction solution to decompose the excessive reducing agent, and 20 ml of 10% aqueous citric acid solution and 30 ml of ethyl ether are added to form two li...